From a dataset of the Open Reaction Database (ORD), a public repository of structured organic reaction records. describe an organic reaction: reactants, conditions, products, and yield Reactants: O=S(=O)(O)Cl, ClC(Cl)Cl, O=C(OCc1ccc([N+](=O)[O-])cc1)C1CCc2ccccc21. The product is O=C(OCc1ccc([N+](=O)[O-])cc1)C1CCc2ccc(S(=O)(=O)Cl)cc21. Reaction SMILES: [Cl:23][S:24](=[O:25])(=[O:26])[OH:27].[Cl:28][CH:29]([Cl:30])[Cl:31].[N+:1](=[O:2])([O-:3])[c:4]1[cH:5][cH:6][c:7]([CH2:8][O:9][C:10](=[O:11])[CH:12]2[CH2:13][CH2:14][c:15]3[cH:16][cH:17][cH:18][cH:19][c:20]32)[cH:21][cH:22]1>>[N+:1](=[O:2])([O-:3])[c:4]1[cH:5][cH:6][c:7]([CH2:8][O:9][C:10](=[O:11])[CH:12]2[CH2:13][CH2:14][c:15]3[cH:16][cH:17][c:18]([S:24]([Cl:23])(=[O:25])=[O:26])[cH:19][c:20]32)[cH:21][cH:22]1. The reactants are C(#N)C=1C=C(C=CC1)C(CC(=O)NC1=C(C=CC(=C1)N1C=C(C(=C1)C1=CC=CC=C1)C#N)[N+](=O)[O-])=O (3-(3-cyano-phenyl)-N-[5-(3-cyano-4-phenyl-pyrrol-1-yl)-2-nitro-phenyl]-3-oxo-propionamide). The reagents and catalysts are [Fe].CC(=O)O (Fe HOAc). Solvent: C1CCOC1.O (THF H2O). The product is C(#N)C=1C=C(C=CC1)C=1CC(NC2=C(N1)C=CC(=C2)N2C=C(C(=C2)C2=CC=CC=C2)C#N)=O (1-[2-(3-Cyano-phenyl)-4-oxo-4,5-dihydro-3H-benzo[b][1,4]diazepin-7-yl]-4-phenyl-1H-pyrrole-3-carbonitrile), solid. As a reaction SMILES: [C:1]([C:3]1[CH:4]=[C:5]([C:9](=O)[CH2:10][C:11]([NH:13][C:14]2[CH:19]=[C:18]([N:20]3[CH:24]=[C:23]([C:25]4[CH:30]=[CH:29][CH:28]=[CH:27][CH:26]=4)[C:22]([C:31]#[N:32])=[CH:21]3)[CH:17]=[CH:16][C:15]=2[N+:33]([O-])=O)=[O:12])[CH:6]=[CH:7][CH:8]=1)#[N:2]>C1COCC1.O.[Fe].CC(O)=O>[C:1]([C:3]1[CH:4]=[C:5]([C:9]2[CH2:10][C:11](=[O:12])[NH:13][C:14]3[CH:19]=[C:18]([N:20]4[CH:24]=[C:23]([C:25]5[CH:30]=[CH:29][CH:28]=[CH:27][CH:26]=5)[C:22]([C:31]#[N:32])=[CH:21]4)[CH:17]=[CH:16][C:15]=3[N:33]=2)[CH:6]=[CH:7][CH:8]=1)#[N:2] |f:1.2,3.4|. Procedure details: The title compound was prepared from 3-(3-cyano-phenyl)-N-[5-(3-cyano-4-phenyl-pyrrol-1-yl)-2-nitro-phenyl]-3-oxo-propionamide (Example M7) by reductive cyclization with Fe/HOAc in THF/H2O at 80° C. according to the general procedure J (method d). Obtained as a brown solid (206 mg). Starting materials: C1(=CC(=CC=C1)O)C1=CC(=CC=C1)O (biphenyl-3,3′-diol), BrCCCO (3-bromo-1-propanol), C([O-])([O-])=O.[K+].[K+] (potassium carbonate). Run in CC(=O)C (acetone). The product is OCCCOC=1C=C(C=CC1)C1=CC(=CC=C1)O (3′-(3-hydroxypropoxy)biphenyl-3-ol). Reaction SMILES: [C:1]1([C:8]2[CH:13]=[CH:12][CH:11]=[C:10]([OH:14])[CH:9]=2)[CH:6]=[CH:5][CH:4]=[C:3]([OH:7])[CH:2]=1.Br[CH2:16][CH2:17][CH2:18][OH:19].C(=O)([O-])[O-].[K+].[K+]>CC(C)=O>[OH:19][CH2:18][CH2:17][CH2:16][O:14][C:10]1[CH:9]=[C:8]([C:1]2[CH:6]=[CH:5][CH:4]=[C:3]([OH:7])[CH:2]=2)[CH:13]=[CH:12][CH:11]=1 |f:2.3.4|. Procedure details: 26.0 g (0.140 mol) of biphenyl-3,3′-diol and 10.0 g of 3-bromo-1-propanol are dissolved in 300 ml of acetone, and, after addition of 19.3 g (0.140 mol) of potassium carbonate, the mixture is heated under reflux overnight. The batch is subsequently filtered and evaporated, and the residue is chromatographed on silica gel with toluene/ethyl acetate (1:1), giving 3′-(3-hydroxypropoxy)biphenyl-3-ol as colourless crystals. The reactants are C(F)(F)(C(F)(F)C(F)(F)F)OC(F)C(F)(F)F (C3F7OCHFCF3), C(=C(F)F)(OC(C(C(F)(F)F)(F)F)(F)F)F (PPVE), [Si](C)(C)(C)F (TMSF). Product: [Si](C)(C)(C)F.C(=C(F)F)(OC(C(C(F)(F)F)(F)F)(F)F)F (TMSF PPVE), intermediate. RXN SMILES: [C:1]([F:16])([O:5][C:6]([F:15])([F:14])[C:7]([F:13])([F:12])[C:8]([F:11])([F:10])[F:9])=[C:2]([F:4])[F:3].[Si:17]([F:21])([CH3:20])([CH3:19])[CH3:18].C(OC(C(F)(F)F)F)(C(C(F)(F)F)(F)F)(F)F>>[Si:17]([F:21])([CH3:20])([CH3:19])[CH3:18].[C:1]([F:16])([O:5][C:6]([F:14])([F:15])[C:7]([F:12])([F:13])[C:8]([F:9])([F:11])[F:10])=[C:2]([F:4])[F:3] |f:3.4|. Procedure: Example 8 was repeated using the same reactor and catalyst/support charge. CF3CF2CF2OCF(CF3)CO2SiMe3 (128.6 g, 0.320 mmol) was added dropwise at ca. 20 g/hr using N2 carrier flow of 34 mL/min. There was obtained 109.1 g of liquid product consisting of PPVE (49.4 mole %), TMSF (48.4%) and C3F7OCHFCF3 (2.2%). Distillation using a 24" spinning band column gave 23.9 g of an azeotrope (74/26 TMSF/PPVE by weight), 23.5 g of intermediate fractions, and 51.6 g of >99.8% purity PPVE. Starting materials: C([O-])([O-])=O.[K+].[K+] (potassium carbonate), S(=O)(=O)(C1=CC=C(C)C=C1)OCCC#CC1=CC=C(OCCCN2CCCCC2)C=C1 (1-{3-[4-(4-tosyloxybut-1-yn-1-yl)phenoxy]propyl}piperidine). Solvent: N1CCCCC1 (piperidine), C(C)#N (acetonitrile). The product is N1(CCCCC1)CCC#CC1=CC=C(OCCCN2CCCCC2)C=C1 (1-{3-[4-(4-piperidinobut-1-yn-1-yl)phenoxy]propyl}piperidine). Isolated yield 97.2%. As a reaction SMILES: C(=O)([O-])[O-].[K+].[K+].S(O[CH2:18][CH2:19][C:20]#[C:21][C:22]1[CH:37]=[CH:36][C:25]([O:26][CH2:27][CH2:28][CH2:29][N:30]2[CH2:35][CH2:34][CH2:33][CH2:32][CH2:31]2)=[CH:24][CH:23]=1)(C1C=CC(C)=CC=1)(=O)=O>N1CCCCC1.C(#N)C>[N:30]1([CH2:18][CH2:19][C:20]#[C:21][C:22]2[CH:23]=[CH:24][C:25]([O:26][CH2:27][CH2:28][CH2:29][N:30]3[CH2:31][CH2:32][CH2:33][CH2:34][CH2:35]3)=[CH:36][CH:37]=2)[CH2:35][CH2:34][CH2:33][CH2:32][CH2:31]1 |f:0.1.2|. Procedure: A suspension of potassium carbonate (760 mg) in a solution of 1-{3-[4-(4-tosyloxybut-1-yn-1-yl)phenoxy]propyl}piperidine (487 mg) in a mixture of piperidine (1.09 mL) and acetonitrile (8 mL) is heated at a temperature close to 60° C. for 24 h. The suspension is filtrated. The filtrate concentrated under reduced pressure and purified by chromatography over silica gel using a gradient dichloromethane/methanol from 100/0 to 95/5. Fraction containing the expected product are pooled, concentrated und... The reactants are CCOC(=O)N1CCc2c(c3cccc([N+](=O)[O-])c3n2C)C1, CCO, [OH-], [OH-], [Pd+2]. Product: CCOC(=O)N1CCc2c(c3cccc(N)c3n2C)C1. Reaction SMILES: [CH3:1][n:2]1[c:3]2[c:4]([c:5]3[cH:6][cH:7][cH:8][c:9]([N+:11]([O-:12])=[O:13])[c:10]13)[CH2:14][N:15]([C:18](=[O:19])[O:20][CH2:21][CH3:22])[CH2:16][CH2:17]2.[CH3:23][CH2:24][OH:25].[OH-:26].[OH-:28].[Pd+2:27]>>[CH3:1][n:2]1[c:3]2[c:4]([c:5]3[cH:6][cH:7][cH:8][c:9]([NH2:11])[c:10]13)[CH2:14][N:15]([C:18](=[O:19])[O:20][CH2:21][CH3:22])[CH2:16][CH2:17]2. The reactants are OCCO[C@H]1CC[C@H](CC1)N1C=2N(C(=C(C1=O)CC1=CC=C(C=C1)C=1C(=CC=CC1)C#N)CCC)N=CN2 (4′-({4-[cis-4-(2-hydroxyethoxy)cyclohexyl]-5-oxo-7-propyl-4,5-dihydro[1,2,4]triazolo[1,5-a]pyrimidin-6-yl}methyl)biphenyl-2-carbonitrile), FC(S(=O)(=O)O[Si](C)(C)C(C)(C)C)(F)F (tert-butyl(dimethyl)silyl trifluoromethanesulfonate), N1=C(C=CC=C1C)C (2,6-lutidine), [Cl-].O[NH3+] (hydroxylammonium chloride), C(O)([O-])=O.[Na+] (sodium hydrogen carbonate). Run in C(C)(=O)OCC (ethyl acetate), O1CCCC1 (tetrahydrofuran), CS(=O)C (dimethyl sulfoxide), CS(=O)C (dimethyl sulfoxide), C(C)(=O)OCC (ethyl acetate). Conditions: temperature 0 celsius, time 3 hour. Product: OCCO[C@H]1CC[C@H](CC1)N1C=2N(C(=C(C1=O)CC1=CC=C(C=C1)C1=C(C=CC=C1)C1=NOC(N1)=O)CCC)N=CN2 (4-[cis-4-(2-hydroxyethoxy)cyclohexyl]-6-{[2′-(5-oxo-4,5-dihydro-1,2,4-oxadiazol-3-yl)biphenyl-4-yl]methyl}-7-propyl[1,2,4]triazolo[1,5-a]pyrimidin-5(4H)-one). Yield: 34.0%. Reaction SMILES: [OH:1][CH2:2][CH2:3][O:4][C@@H:5]1[CH2:10][CH2:9][C@H:8]([N:11]2[C:16](=[O:17])[C:15]([CH2:18][C:19]3[CH:24]=[CH:23][C:22]([C:25]4[C:26]([C:31]#[N:32])=[CH:27][CH:28]=[CH:29][CH:30]=4)=[CH:21][CH:20]=3)=[C:14]([CH2:33][CH2:34][CH3:35])[N:13]3[N:36]=[CH:37][N:38]=[C:12]23)[CH2:7][CH2:6]1.FC(F)(F)S(O[Si](C(C)(C)C)(C)C)(=O)=O.[N:54]1C(C)=CC=CC=1C.[Cl-].O[NH3+].[C:65](=[O:68])([O-])[OH:66].[Na+]>C(OCC)(=O)C.CS(C)=O.O1CCCC1>[OH:1][CH2:2][CH2:3][O:4][C@@H:5]1[CH2:10][CH2:9][C@H:8]([N:11]2[C:16](=[O:17])[C:15]([CH2:18][C:19]3[CH:24]=[CH:23][C:22]([C:25]4[CH:30]=[CH:29][CH:28]=[CH:27][C:26]=4[C:31]4[NH:54][C:65](=[O:68])[O:66][N:32]=4)=[CH:21][CH:20]=3)=[C:14]([CH2:33][CH2:34][CH3:35])[N:13]3[N:36]=[CH:37][N:38]=[C:12]23)[CH2:7][CH2:6]1 |f:3.4,5.6|. Procedure details: A mixture of 4′-({4-[cis-4-(2-hydroxyethoxy)cyclohexyl]-5-oxo-7-propyl-4,5-dihydro[1,2,4]triazolo[1,5-a]pyrimidin-6-yl}methyl)biphenyl-2-carbonitrile (0.29 g), tert-butyl(dimethyl)silyl trifluoromethanesulfonate (0.19 mL), 2,6-lutidine (0.099 mL) and tetrahydrofuran (10 mL) was stirred at 0° C. for 3 hr. The reaction mixture was diluted with ethyl acetate, washed with water and then with saturated brine, and dried over anhydrous magnesium sulfate. The solvent was evaporated under reduced pressur... Starting materials: ice water, C([O-])([O-])=O.[K+].[K+] (potassium carbonate), CI (methyl iodide), C(C1=CC=CC=C1)OCC=1NC(=C(N1)C(C)C)SC1=CC(=CC=C1)Cl (2-(benzyloxymethyl)-5-(3-chlorophenylthio)-4-isopropyl-1H-imidazole). Solvent: CN(C=O)C (dimethylformamide). Reaction conditions: time 7 hour. Yields the product C(C1=CC=CC=C1)OCC=1N(C(=C(N1)SC1=CC(=CC=C1)Cl)C(C)C)C (2-benzyloxymethyl-4-(3-chlorophenylthio)-5-isopropyl-1-methyl-1H-imidazole). The yield is 2.7%. RXN SMILES: [CH2:1]([O:8][CH2:9][C:10]1[NH:11][C:12]([S:18][C:19]2[CH:24]=[CH:23][CH:22]=[C:21]([Cl:25])[CH:20]=2)=[C:13]([CH:15]([CH3:17])[CH3:16])[N:14]=1)[C:2]1[CH:7]=[CH:6][CH:5]=[CH:4][CH:3]=1.[C:26](=O)([O-])[O-].[K+].[K+].CI>CN(C)C=O>[CH2:1]([O:8][CH2:9][C:10]1[N:14]([CH3:26])[C:13]([CH:15]([CH3:17])[CH3:16])=[C:12]([S:18][C:19]2[CH:24]=[CH:23][CH:22]=[C:21]([Cl:25])[CH:20]=2)[N:11]=1)[C:2]1[CH:3]=[CH:4][CH:5]=[CH:6][CH:7]=1 |f:1.2.3|. Reported procedure: In 218 g of dry dimethylformamide was dissolved 21.8 g (58.5 mmol)of 2-benzyloxymethyl-5-(3-chlorophenylthio)-4-isopropyl-iH-imidazole (16e), followed by addition of 12.2 g (88.3 mmol)of anhydrous potassium carbonate and 11.6 g (81.7 mmol)of methyl iodide, the mixture was stirred at room temperature for 7 hours. To the reaction mixture was added ice-water, and the mixture was extracted with diethyl ether. The extract was washed with water and dried over sodium sulfate. The solvent was concentrat... The reactants are C1CCOC1, CC#N, O=C(Cl)Oc1ccccc1, c1ccncc1, Nc1cccnn1. The product is O=C(Nc1cccnn1)Oc1ccccc1. RXN SMILES: [CH2:24]1[O:25][CH2:26][CH2:27][CH2:28]1.[CH3:29][C:30]#[N:31].[Cl:14][C:15](=[O:16])[O:17][c:18]1[cH:19][cH:20][cH:21][cH:22][cH:23]1.[cH:8]1[cH:9][cH:10][n:11][cH:12][cH:13]1.[n:1]1[n:2][c:3]([NH2:7])[cH:4][cH:5][cH:6]1>>[n:1]1[n:2][c:3]([NH:7][C:15](=[O:16])[O:17][c:18]2[cH:19][cH:20][cH:21][cH:22][cH:23]2)[cH:4][cH:5][cH:6]1.